This data is from the Open Reaction Database (ORD), a public repository of structured organic reaction records. The task is: describe an organic reaction: reactants, conditions, products, and yield Reactants: C1CCOC1, CC(=O)O, C[Si](C)(C)[N-][Si](C)(C)C, FC(F)c1nc2ccccc2n1-c1nc(Cl)nc(N2CCOCC2)n1, Nc1ccncn1, [Na+], O. Product: FC(F)c1nc2ccccc2n1-c1nc(Nc2ccncn2)nc(N2CCOCC2)n1. Reaction SMILES: [CH2:43]1[O:44][CH2:45][CH2:46][CH2:47]1.[CH3:48][C:49](=[O:50])[OH:51].[CH3:9][Si:10]([N-:11][Si:12]([CH3:13])([CH3:14])[CH3:15])([CH3:16])[CH3:17].[Cl:18][c:19]1[n:20][c:21](-[n:31]2[c:32]([CH:40]([F:41])[F:42])[n:33][c:34]3[c:35]2[cH:36][cH:37][cH:38][cH:39]3)[n:22][c:23]([N:25]2[CH2:26][CH2:27][O:28][CH2:29][CH2:30]2)[n:24]1.[NH2:1][c:2]1[n:3][cH:4][n:5][cH:6][cH:7]1.[Na+:8].[OH2:52]>>[NH:1]([c:2]1[n:3][cH:4][n:5][cH:6][cH:7]1)[c:19]1[n:20][c:21](-[n:31]2[c:32]([CH:40]([F:41])[F:42])[n:33][c:34]3[c:35]2[cH:36][cH:37][cH:38][cH:39]3)[n:22][c:23]([N:25]2[CH2:26][CH2:27][O:28][CH2:29][CH2:30]2)[n:24]1.